From a dataset of the Open Reaction Database (ORD), a public repository of structured organic reaction records. describe an organic reaction: reactants, conditions, products, and yield Starting materials: C(=O)O (Formic acid), CSC=1C=C(C(=CC1)N)N (4-(Methylthio)benzene-1,2-diamine), C(=O)(O)[O-].[Na+] (NaHCO3). The solvent is Cl (HCl). Yields the product CSC=1C=CC2=C(NC=N2)C1 (6-(methylthio)-1H-benzimidazole). Isolated yield 99.4%. Reaction SMILES: [CH3:1][S:2][C:3]1[CH:4]=[C:5]([NH2:10])[C:6]([NH2:9])=[CH:7][CH:8]=1.[CH:11](O)=O.C([O-])(O)=O.[Na+]>Cl>[CH3:1][S:2][C:3]1[CH:8]=[CH:7][C:6]2[N:9]=[CH:11][NH:10][C:5]=2[CH:4]=1 |f:2.3|. Reported procedure: 4-(Methylthio)benzene-1,2-diamine (10.7 g, 69.2 mmol) was dissolved in 230 mL of aqueous 4N HCl with stirring. Formic acid (7.85 mL, 208 mmol) was added and the reaction was refluxed for 1 h. The reaction was cooled to rt then concentrated in vacuo to a dark solid. The dark solid was dissolved In 500 mL of MeOH with stirring, NaHCO3 (51.0 g, 607 mmol) was added and the reaction was stirred for 1 h. The reaction was then filtered, and the filtrate concentrated in vacuo to a solid. The solid was s... The reactants are CCCCO, CC(C)N, CC(Nc1nc(Nc2cc(C3CC3)[nH]n2)c(F)c(I)c1C#N)c1ccc(F)cc1, CCN(C(C)C)C(C)C, ClCCl. The product is CC(C)Nc1c(F)c(Nc2cc(C3CC3)[nH]n2)nc(NC(C)c2ccc(F)cc2)c1C#N. RXN SMILES: [CH2:46]([OH:47])[CH2:48][CH2:49][CH3:50].[CH3:39][CH:40]([NH2:41])[CH3:42].[CH:1]1([c:4]2[cH:5][c:6]([NH:9][c:10]3[n:11][c:12]([NH:20][CH:21]([CH3:22])[c:23]4[cH:24][cH:25][c:26]([F:29])[cH:27][cH:28]4)[c:13]([C:14]#[N:15])[c:16]([I:19])[c:17]3[F:18])[n:7][nH:8]2)[CH2:2][CH2:3]1.[CH:30]([CH3:31])([CH3:32])[N:33]([CH2:34][CH3:35])[CH:36]([CH3:37])[CH3:38].[Cl:43][CH2:44][Cl:45]>>[CH:1]1([c:4]2[cH:5][c:6]([NH:9][c:10]3[n:11][c:12]([NH:20][CH:21]([CH3:22])[c:23]4[cH:24][cH:25][c:26]([F:29])[cH:27][cH:28]4)[c:13]([C:14]#[N:15])[c:16]([NH:33][CH:30]([CH3:31])[CH3:32])[c:17]3[F:18])[n:7][nH:8]2)[CH2:2][CH2:3]1.